Dataset: the Open Reaction Database (ORD), a public repository of structured organic reaction records. Task: describe an organic reaction: reactants, conditions, products, and yield Reactants: cupric chloride, C(Cl)Cl (CH2Cl2), FC(C(=O)O)(F)F (trifluoroacetic acid), C1(=CC=CC=C1)C1COC=2C=CC=C3C=4C(CCCC4N1C23)=O (1-phenyl-1,2,9,10-tetrahydro[1,4]oxazino[2,3,4-jk]carbazol-7(8H)-one), cupric chloride. The solvent is C(C)(=O)OCC (ethyl acetate), C(C)#N (acetonitrile). Run at temperature 95 celsius, time 5 hour. The product is ClC1(CCC=2N3C4=C(C=CC=C4C2C1=O)OCC3C3=CC=CC=C3)Cl (8,8-dichloro-1-phenyl-1,2,9,10-tetrahydro[1,4]oxazino[2,3,4-jk]carbazol-7(8H)-one). Yield: 61.0%. Reaction SMILES: [C:1]1([CH:7]2[N:21]3[C:22]4[C:14]([C:15]5[C:16](=[O:23])C[CH2:18][CH2:19][C:20]=53)=[CH:13][CH:12]=[CH:11][C:10]=4[O:9][CH2:8]2)[CH:6]=[CH:5][CH:4]=[CH:3][CH:2]=1.FC(F)(F)C(O)=O.[CH2:31]([Cl:33])[Cl:32]>C(OCC)(=O)C.C(#N)C>[Cl:32][C:31]1([Cl:33])[C:16](=[O:23])[C:15]2[C:14]3[C:22]4=[C:10]([O:9][CH2:8][CH:7]([C:1]5[CH:6]=[CH:5][CH:4]=[CH:3][CH:2]=5)[N:21]4[C:20]=2[CH2:19][CH2:18]1)[CH:11]=[CH:12][CH:13]=3. Procedure details: To a mixture of 1-phenyl-1,2,9,10-tetrahydro[1,4]oxazino[2,3,4-jk]carbazol-7(8H)-one (0.5681 g, 1.87 mmol) in ethyl acetate (10 mL) and acetonitrile (10 mL) is added trifluoroacetic acid (2 mL). Anhydrous cupric chloride (1.26 g, 9.36 mmol) is added and the mixture is heated to reflux at 95° C. for 2 h. After 5 h, additional anhydrous cupric chloride (0.63 g, 4.68 mmol) is added and the mixture is refluxed an additional hour. The mixture is then poured into CH2Cl2 (150 mL) and filtered. The filt... The reactants are C1=CC=CC=2N(CC3=C(CC21)C=CC=C3)C(=O)C3=CC=C(C(=O)OC)C=C3 (methyl 4-[(6,11-dihydro-5H-dibenz[b,e]azepin-5-yl)carbonyl]benzoate), [OH-].[Na+] (NaOH), CO (methanol). The product is C1=CC=CC=2N(CC3=C(CC21)C=CC=C3)C(=O)C3=C(C(=O)O)C=CC=C3 ((6,11-Dihydro-5H-dibenz[b,e]azepin-5-yl carbonyl]benzoic acid). RXN SMILES: [CH:1]1[C:11]2[CH2:10][C:9]3[CH:12]=[CH:13][CH:14]=[CH:15][C:8]=3[CH2:7][N:6]([C:16]([C:18]3[CH:27]=[CH:26][C:21](C(OC)=O)=[CH:20][CH:19]=3)=[O:17])[C:5]=2[CH:4]=[CH:3][CH:2]=1.[OH-:28].[Na+].[CH3:30][OH:31]>>[CH:1]1[C:11]2[CH2:10][C:15]3[CH:14]=[CH:13][CH:12]=[CH:9][C:8]=3[CH2:7][N:6]([C:16]([C:18]3[CH:19]=[CH:20][CH:21]=[CH:26][C:27]=3[C:30]([OH:31])=[O:28])=[O:17])[C:5]=2[CH:4]=[CH:3][CH:2]=1 |f:1.2|. Procedure details: A mixture of 0.975 g of 6,11-dihydro-5H-dibenz[b,e]azepine and 0.20 g of NaH (60% in oil) in 20 ml of tetrahydrofuran is stirred at room temperature for 0.5 hr. Then 1.1 g of mono-methyl terephthalyl chloride (prepared from mono-methyl terephthalate and thionyl chloride) is added and the mixture refluxed 18 hours. The mixture is cooled, poured into ice water and filtered. The solid is triturated with dichloromethane-hexane to give 1.0 g of crystals, m.p. 182°-185° C. The preceding compound, meth... Reactants: C(C)C1(C(N(CCCC1)C)=O)C=1C=C(OC2=C(C#N)C=CC(=C2)CC=2N=CN(C2)C(C2=CC=CC=C2)(C2=CC=CC=C2)C2=CC=CC=C2)C=CC1 (2-[3-(3-ethyl-1-methyl-2-oxo-azepan-3-yl)-phenoxy]-4-(1-trityl-1H-imidazol-4-ylmethyl)-benzonitrile), C(C)[SiH](CC)CC (triethylsilane), C(Cl)Cl (CH2Cl2), C(=O)(C(F)(F)F)O (TFA). Procedure: 2-[3-(3-ethyl-1-methyl-2-oxo-azepan-3-yl)-phenoxy]-4-(1-trityl-1H-imidazol-4-ylmethyl)-benzonitrile (as described in Example 15, Step B) (0.074 g, 0.110 mmol) and triethylsilane (0.140 mL, 0.828 mmol) were stirred in CH2Cl2 (5 mL) and TFA (2.5 mL) for 1 h. The solution was concentrated in vacuo and purified using reverse phase chromatography (95/5-5/95 H2O/CH3CN with 0.1% TFA, flow=65 mL/min). The compound was converted to its free base using saturated NaHCO3 solution, extracted with CH2Cl2 (3×)... Product: Cl.C(C)C1(C(N(CCCC1)C)=O)C=1C=C(OC2=C(C#N)C=CC(=C2)CC=2NC=NC2)C=CC1 (2-[3-(3-ethyl-1-methyl-2-oxo-azepan-3-yl)-phenoxy]-4-(3H-imidazol-4-ylmethyl)-benzonitrile hydrochloride). As a reaction SMILES: [CH2:1]([C:3]1([C:12]2[CH:13]=[C:14]([CH:49]=[CH:50][CH:51]=2)[O:15][C:16]2[CH:23]=[C:22]([CH2:24][C:25]3[N:26]=[CH:27][N:28](C(C4C=CC=CC=4)(C4C=CC=CC=4)C4C=CC=CC=4)[CH:29]=3)[CH:21]=[CH:20][C:17]=2[C:18]#[N:19])[CH2:9][CH2:8][CH2:7][CH2:6][N:5]([CH3:10])[C:4]1=[O:11])[CH3:2].C([SiH](CC)CC)C.C(O)(C(F)(F)F)=O.C(Cl)[Cl:67]>>[ClH:67].[CH2:1]([C:3]1([C:12]2[CH:13]=[C:14]([CH:49]=[CH:50][CH:51]=2)[O:15][C:16]2[CH:23]=[C:22]([CH2:24][C:25]3[NH:26][CH:27]=[N:28][CH:29]=3)[CH:21]=[CH:20][C:17]=2[C:18]#[N:19])[CH2:9][CH2:8][CH2:7][CH2:6][N:5]([CH3:10])[C:4]1=[O:11])[CH3:2] |f:4.5|. Starting materials: [N+](=O)([O-])C1=CC=C(C[C@H](N)C(=O)O)C=C1 (p-Nitro-L-Phenylalanine), [N+](=O)([O-])C1=CC=C(C[C@H](N)C(=O)O)C=C1 (p-Nitro-L-Phenylalanine), S(=O)(Cl)Cl (thionyl chloride), CO (methanol). Run at time 24 hour. Product: Cl.COC([C@@H](N)CC1=CC=C(C=C1)[N+](=O)[O-])=O (p-Nitro-L-Phenylalanine Methyl Ester Hydrochloride). Reaction SMILES: S(Cl)([Cl:3])=O.[N+:5]([C:8]1[CH:19]=[CH:18][C:11]([CH2:12][C@@H:13]([C:15]([OH:17])=[O:16])[NH2:14])=[CH:10][CH:9]=1)([O-:7])=[O:6].[CH3:20]O>>[ClH:3].[CH3:20][O:16][C:15](=[O:17])[C@H:13]([CH2:12][C:11]1[CH:10]=[CH:9][C:8]([N+:5]([O-:7])=[O:6])=[CH:19][CH:18]=1)[NH2:14] |f:3.4|. Procedure: In an adaptation of the method of Guttman and Boissonnas [Helv. Chem. Acta, 41, 1852-1867 (1958)], thionyl chloride (distilled, 0.69 ml, 9.5 mmol) was added dropwise to methanol (20 ml at -10° C.). p-Nitro-L-phenylalanine (compound 1, 1.00 g, 4.76 mmol) was added, and the solution was stirred 24 hours. After evaporating to dryness the residue was recrystallized from methanol/ether giving 1.00 g (81%) of a white solid melting at 218°-219° C.; [α]D25 =+11.5° (c=0.9, H2O). Starting materials: O=C([O-])[O-], COc1cccc2sc(C(=O)C3CCNCC3)nc12, [O-][Cl+3]([O-])([O-])[O-], [K+], [K+], [Li+], c1cc2c(cc1C1CO1)OCCO2, CN(C)C=O. Product: COc1cccc2sc(C(=O)C3CCN(CC(O)c4ccc5c(c4)OCCO5)CC3)nc12. As a reaction SMILES: [C:39](=[O:40])([O-:41])[O-:42].[CH3:1][O:2][c:3]1[cH:4][cH:5][cH:6][c:7]2[c:8]1[n:9][c:10]([C:12](=[O:13])[CH:14]1[CH2:15][CH2:16][NH:17][CH2:18][CH2:19]1)[s:11]2.[Cl+3:33]([O-:34])([O-:35])([O-:36])[O-:37].[K+:43].[K+:44].[Li+:38].[O:20]1[CH:21]([c:23]2[cH:24][c:25]3[c:26]([cH:31][cH:32]2)[O:27][CH2:28][CH2:29][O:30]3)[CH2:22]1.[O:45]=[CH:46][N:47]([CH3:48])[CH3:49]>>[CH3:1][O:2][c:3]1[cH:4][cH:5][cH:6][c:7]2[c:8]1[n:9][c:10]([C:12](=[O:13])[CH:14]1[CH2:15][CH2:16][N:17]([CH2:22][CH:21]([OH:20])[c:23]3[cH:24][c:25]4[c:26]([cH:31][cH:32]3)[O:27][CH2:28][CH2:29][O:30]4)[CH2:18][CH2:19]1)[s:11]2.